This data is from the Open Reaction Database (ORD), a public repository of structured organic reaction records. The task is: describe an organic reaction: reactants, conditions, products, and yield Reactants: C1COCCN1, Cc1ccccc1, Cl, COc1ccc(-c2ccc3nc(N)[nH]c(=O)c3n2)cc1OC, [NH4+], [NH4+], O=S(=O)([O-])[O-], Cc1ccc(S(=O)(=O)O)cc1. Product: COc1ccc(-c2ccc3nc(N)nc(N4CCOCC4)c3n2)cc1OC. As a reaction SMILES: [CH2:42]1[CH2:43][O:44][CH2:45][CH2:46][NH:47]1.[CH3:48][c:49]1[cH:50][cH:51][cH:52][cH:53][cH:54]1.[ClH:1].[NH2:2][c:3]1[nH:4][c:5](=[O:23])[c:6]2[c:7]([n:8]1)[cH:9][cH:10][c:11](-[c:13]1[cH:14][c:15]([O:21][CH3:22])[c:16]([O:19][CH3:20])[cH:17][cH:18]1)[n:12]2.[NH4+:35].[NH4+:36].[O-:37][S:38](=[O:39])(=[O:40])[O-:41].[c:24]1([CH3:25])[cH:26][cH:27][c:28]([S:29]([OH:30])(=[O:31])=[O:32])[cH:33][cH:34]1>>[NH2:2][c:3]1[n:4][c:5]([N:47]2[CH2:42][CH2:43][O:44][CH2:45][CH2:46]2)[c:6]2[c:7]([n:8]1)[cH:9][cH:10][c:11](-[c:13]1[cH:14][c:15]([O:21][CH3:22])[c:16]([O:19][CH3:20])[cH:17][cH:18]1)[n:12]2. The reactants are N1C=CC2=CC=C(C=C12)CC(=O)O ((1H-indol-6-yl)-acetic acid), CNCC#CC1=CC=C(C=C1)OC(F)(F)F (methyl-[3-(4-trifluoromethoxy-phenyl)-prop-2-ynyl]-amine), ON1N=NC2=C1C=CC=C2 (1-hydroxybenzotriazole), C(C)N1CCOCC1 (4-ethylmorpholine), Cl.CN(CCCN=C=NCC)C (1-[3-(dimethylamino)-propyl]-3-ethylcarbodiimide hydrochloride). The product is N1C=CC2=CC=C(C=C12)CC(=O)N(CC#CC1=CC=C(C=C1)OC(F)(F)F)C (2-(1H-Indol-6-yl)-N-methyl-N-[3-(4-trifluoromethoxy-phenyl)-prop-2-ynyl]-acetamide). As a reaction SMILES: [NH:1]1[C:9]2[C:4](=[CH:5][CH:6]=[C:7]([CH2:10][C:11]([OH:13])=O)[CH:8]=2)[CH:3]=[CH:2]1.[CH3:14][NH:15][CH2:16][C:17]#[C:18][C:19]1[CH:24]=[CH:23][C:22]([O:25][C:26]([F:29])([F:28])[F:27])=[CH:21][CH:20]=1.ON1C2C=CC=CC=2N=N1.C(N1CCOCC1)C.Cl.CN(C)CCCN=C=NCC>>[NH:1]1[C:9]2[C:4](=[CH:5][CH:6]=[C:7]([CH2:10][C:11]([N:15]([CH3:14])[CH2:16][C:17]#[C:18][C:19]3[CH:20]=[CH:21][C:22]([O:25][C:26]([F:27])([F:28])[F:29])=[CH:23][CH:24]=3)=[O:13])[CH:8]=2)[CH:3]=[CH:2]1 |f:4.5|. Reported procedure: In analogy to the procedure described for example 13 a], (1H-indol-6-yl)-acetic acid (U.S. Pat. No. 4,894,386 A) was reacted with methyl-[3-(4-trifluoromethoxy-phenyl)-prop-2-ynyl]-amine in the presence of 1-hydroxybenzotriazole, 4-ethylmorpholine and 1-[3-(dimethylamino)-propyl]-3-ethylcarbodiimide hydrochloride to give the title compound as orange oil.